This data is from the Open Reaction Database (ORD), a public repository of structured organic reaction records. The task is: describe an organic reaction: reactants, conditions, products, and yield Starting materials: O=C([O-])O, COc1ccc(C=NO)cn1, Cl, [Na+], O. Product: COc1ccc(C(Cl)=NO)cn1. RXN SMILES: [C:12](=[O:13])([OH:14])[O-:15].[CH3:1][O:2][c:3]1[cH:4][cH:5][c:6]([CH:9]=[N:10][OH:11])[cH:7][n:8]1.[ClH:17].[Na+:16].[OH2:18]>>[CH3:1][O:2][c:3]1[cH:4][cH:5][c:6]([C:9](=[N:10][OH:11])[Cl:17])[cH:7][n:8]1. Starting materials: [Na] (Sodium), CO (CH3OH), BrC=1C=NC(=NC1)Cl (5-Bromo-2-chloropyrimidine). Run at time 30 minute. Yields the product BrC=1C=NC(=NC1)OC (5-Bromo-2-methoxypyrimidine). As a reaction SMILES: [Na].[Br:2][C:3]1[CH:4]=[N:5][C:6](Cl)=[N:7][CH:8]=1.[CH3:10][OH:11]>>[Br:2][C:3]1[CH:4]=[N:5][C:6]([O:11][CH3:10])=[N:7][CH:8]=1 |^1:0|. Procedure: Sodium metal (74 mg, 3.10 mmol) was added in portions to CH3OH (25 mL) at 0° C. and the mixture was stirred for 30 min at RT. 5-Bromo-2-chloropyrimidine (500 mg, 2.58 mmol) was added to the above mixture at 0° C., and the resulting reaction mixture was gradually heated to reflux temperature and stirred for 2 h. After complete consumption of the starting material (by TLC), the volatiles were concentrated under reduced pressure; the residue was quenched with ice-cold water (50 mL) and extracted wi... RXN SMILES: [CH2:16]([CH2:17][c:18]1[cH:19][cH:20][cH:21][cH:22][cH:23]1)[NH2:24].[CH3:1][N:2]([CH2:3][CH2:4][CH2:5][O:6][c:7]1[c:8]([CH:9]=[O:10])[cH:11][cH:12][cH:13][cH:14]1)[CH3:15].[CH3:25][c:26]1[cH:27][cH:28][cH:29][cH:30][cH:31]1>>[CH3:1][N:2]([CH2:3][CH2:4][CH2:5][O:6][c:7]1[c:8]([CH:9]=[N:24][CH2:16][CH2:17][c:18]2[cH:19][cH:20][cH:21][cH:22][cH:23]2)[cH:11][cH:12][cH:13][cH:14]1)[CH3:15]. Yields the product CN(C)CCCOc1ccccc1C=NCCc1ccccc1. The reactants are NCCc1ccccc1, CN(C)CCCOc1ccccc1C=O, Cc1ccccc1.